Dataset: the Open Reaction Database (ORD), a public repository of structured organic reaction records. Task: describe an organic reaction: reactants, conditions, products, and yield Reactants: ClCCN1CCOCC1, Cl, Oc1ccc(-c2nnc(CSCCOc3ccccc3)o2)cc1. Product: c1ccc(OCCSCc2nnc(-c3ccc(OCCN4CCOCC4)cc3)o2)cc1. As a reaction SMILES: [Cl:25][CH2:26][CH2:27][N:28]1[CH2:29][CH2:30][O:31][CH2:32][CH2:33]1.[ClH:24].[O:1]([c:2]1[cH:3][cH:4][cH:5][cH:6][cH:7]1)[CH2:8][CH2:9][S:10][CH2:11][c:12]1[n:13][n:14][c:15](-[c:17]2[cH:18][cH:19][c:20]([OH:23])[cH:21][cH:22]2)[o:16]1>>[O:1]([c:2]1[cH:3][cH:4][cH:5][cH:6][cH:7]1)[CH2:8][CH2:9][S:10][CH2:11][c:12]1[n:13][n:14][c:15](-[c:17]2[cH:18][cH:19][c:20]([O:23][CH2:26][CH2:27][N:28]3[CH2:29][CH2:30][O:31][CH2:32][CH2:33]3)[cH:21][cH:22]2)[o:16]1. Reactants: C(=O)(OC(C)(C)C)N1[C@@H](CCC1)[C@H](CC(=O)OCC)C[N+](=O)[O-] (ethyl 3-(R)-(1-BOC-2-(S)-pyrrolidinyl)-4-nitrobutanoate), [H-].[H-].[H-].[H-].[Li+].[Al+3] (LAH). Solvent: CCOCC (ether). Product: C(=O)(OC(C)(C)C)N1[C@@H](CCC1)[C@H](CCO)C[N+](=O)[O-] (3-(R)-(1-BOC-2-(S)-pyrrolidinyl)-4-nitrobutanol). As a reaction SMILES: [C:1]([N:8]1[CH2:12][CH2:11][CH2:10][C@H:9]1[C@@H:13]([CH2:20][N+:21]([O-:23])=[O:22])[CH2:14][C:15](OCC)=[O:16])([O:3][C:4]([CH3:7])([CH3:6])[CH3:5])=[O:2].[H-].[H-].[H-].[H-].[Li+].[Al+3]>CCOCC>[C:1]([N:8]1[CH2:12][CH2:11][CH2:10][C@H:9]1[C@@H:13]([CH2:20][N+:21]([O-:23])=[O:22])[CH2:14][CH2:15][OH:16])([O:3][C:4]([CH3:7])([CH3:6])[CH3:5])=[O:2] |f:1.2.3.4.5.6|. Procedure details: A 7.5 g sample of ethyl 3-(R)-(1-BOC-2-(S)-pyrrolidinyl)-4-nitrobutanoate (prepared according to the procedure of Hayakawa et al., U.S. Pat. No. 5,098,912, issued Mar. 24, 1992) was dissolved in 35 mL of ether and treated with 0.76 g of LAH. After careful quenching of the excess reagents, the title compound was extracted and purified by chromatography (4.5 g). Starting materials: COC(=O)c1ccc(C)c(-n2ccc3ccc(N4CCN(C)CC4)cc3c2=O)c1, CO, Cl, [Na+], [OH-]. Yields the product Cc1ccc(C(=O)O)cc1-n1ccc2ccc(N3CCN(C)CC3)cc2c1=O. As a reaction SMILES: [CH3:1][c:2]1[c:3](-[n:12]2[c:13](=[O:29])[c:14]3[cH:15][c:16]([N:22]4[CH2:23][CH2:24][N:25]([CH3:28])[CH2:26][CH2:27]4)[cH:17][cH:18][c:19]3[cH:20][cH:21]2)[cH:4][c:5]([C:6](=[O:7])[O:8][CH3:9])[cH:10][cH:11]1.[CH3:33][OH:34].[ClH:32].[Na+:31].[OH-:30]>>[CH3:1][c:2]1[c:3](-[n:12]2[c:13](=[O:29])[c:14]3[cH:15][c:16]([N:22]4[CH2:23][CH2:24][N:25]([CH3:28])[CH2:26][CH2:27]4)[cH:17][cH:18][c:19]3[cH:20][cH:21]2)[cH:4][c:5]([C:6](=[O:7])[OH:8])[cH:10][cH:11]1. The product is Cl.COC1(CCNCC1)C1=CC=CC=C1 (4-Methoxy-4-phenylpiperidine hydrochloride). Procedure details: A mixture of the ester from step (b) above (8.6g) and saturated solution of hydrogen chloride in EtOAc (100 mL) was stirred at room temperature for 1 h. The solvent was removed in vacuo and the residue was washed with EtOAc, and dried in vacuo to give the title compound as a white solid. MS (ESI, pos. ion) m/z: 192 (M+1). As a reaction SMILES: C(OC([N:8]1[CH2:13][CH2:12][C:11]([O:20][CH3:21])([C:14]2[CH:19]=[CH:18][CH:17]=[CH:16][CH:15]=2)[CH2:10][CH2:9]1)=O)(C)(C)C.[ClH:22]>CCOC(C)=O>[ClH:22].[CH3:21][O:20][C:11]1([C:14]2[CH:19]=[CH:18][CH:17]=[CH:16][CH:15]=2)[CH2:10][CH2:9][NH:8][CH2:13][CH2:12]1 |f:3.4|. Starting materials: C(C)(C)(C)OC(=O)N1CCC(CC1)(C1=CC=CC=C1)OC (4-Methoxy-4-phenylpiperidine-1-carboxylic acid tert-butyl ester), Cl (hydrogen chloride). Run at time 1 hour. The solvent is CCOC(=O)C (EtOAc). The reactants are stannous chloride, ClC1=C(C(=CC=C1)[N+](=O)[O-])C (2-chloro-6-nitrotoluene). The solvent is S(O)(O)(=O)=O (sulfuric acid). Reaction conditions: temperature 100 celsius. Product: CC1=C(N)C=CC=C1Cl (2-methyl-3-chloroaniline). Isolated yield 96.1%. Reaction SMILES: [Cl:1][C:2]1[CH:7]=[CH:6][CH:5]=[C:4]([N+:8]([O-])=O)[C:3]=1[CH3:11]>S(=O)(=O)(O)O>[CH3:11][C:3]1[C:2]([Cl:1])=[CH:7][CH:6]=[CH:5][C:4]=1[NH2:8]. Reported procedure: To a mixed solution of 150 g of stannous chloride and 200 ml of concentrated sulfuric acid under ice-cooling is added 29 g of 2-chloro-6-nitrotoluene. Then, the solution is heated at 100° C. for 1 hour, resulting in white crystals. The crystals are recovered by filtration and dissolved in a mixed solution of 400 ml of water and 50 ml of a 40% NaOH solution, followed by extracting with 500 ml of chloroform. After washing the extract with 400 ml of water, the chloroform layer is dried over anhydro... Reactants: Cc1ccc2c(c1)nc(C)n2C1CCC(N)C1, O=CC1Cc2ccc(Cl)cc2C1, Cl. Yields the product Cc1ccc2c(c1)nc(C)n2C1CCC(NCC2Cc3ccc(Cl)cc3C2)C1. Reaction SMILES: [CH3:2][c:3]1[n:4][c:5]2[c:6]([n:7]1[CH:8]1[CH2:9][CH:10]([NH2:13])[CH2:11][CH2:12]1)[cH:14][cH:15][c:16]([CH3:18])[cH:17]2.[Cl:19][c:20]1[cH:21][c:22]2[c:26]([cH:27][cH:28]1)[CH2:25][CH:24]([CH:29]=[O:30])[CH2:23]2.[ClH:1]>>[CH3:2][c:3]1[n:4][c:5]2[c:6]([n:7]1[CH:8]1[CH2:9][CH:10]([NH:13][CH2:29][CH:24]3[CH2:23][c:22]4[cH:21][c:20]([Cl:19])[cH:28][cH:27][c:26]4[CH2:25]3)[CH2:11][CH2:12]1)[cH:14][cH:15][c:16]([CH3:18])[cH:17]2. The reactants are C(=O)(OC(C)(C)C)N1CC(CCC1)CC(=O)O (N-Boc-Piperidin-3-ylacetic acid), [Li]C (MeLi). Run in CCOCC (ether). Run at time 8 hour. Product: EtOAc hexanes, C(=O)(OC(C)(C)C)N1CC(CCC1)CC(C)=O (N-Boc-3-(2-oxo-1-propyl)-piperidine). Isolated yield 30.0%. RXN SMILES: [C:1]([N:8]1[CH2:13][CH2:12][CH2:11][CH:10]([CH2:14][C:15]([OH:17])=O)[CH2:9]1)([O:3][C:4]([CH3:7])([CH3:6])[CH3:5])=[O:2].[Li][CH3:19]>CCOCC>[C:1]([N:8]1[CH2:13][CH2:12][CH2:11][CH:10]([CH2:14][C:15](=[O:17])[CH3:19])[CH2:9]1)([O:3][C:4]([CH3:5])([CH3:6])[CH3:7])=[O:2]. Procedure: A solution of 2-2 (13.4 g, 55 mmol) in ether (500 mL) at 0° C. was treated dropwise with MeLi (87 mL, 121 mmol; 1.4 M/ether). After addition was complete, the cooling bath was removed and the reaction mixture was stirred overnight. The reaction mixture was then poured into an ice/water mixture and then extracted with ether. The ether extracts were washed with brine, dried (MgSO4), and concentrated. Flash chromatography (silica, 30% EtOAc/hexanes) gave 2-3 as a colorless oil.